Dataset: the Open Reaction Database (ORD), a public repository of structured organic reaction records. Task: describe an organic reaction: reactants, conditions, products, and yield The reactants are C(#N)CNC(=O)C(CC(C)C)OC(C1=CC=C(C(=O)N2CCN(CC2)C(=O)OC(C)(C)C)C=C1)C1=CC=CC=C1 (tert-butyl 4-{4-[(1-{[(cyanomethyl)amino]carbonyl}-3-methylbutoxy)(phenyl)methyl]benzoyl}piperazine-1-carboxylate). Run in C(=O)O (formic acid). Conditions: time 2 hour. Yields the product C(#N)CNC(C(CC(C)C)OC(C1=CC=C(C=C1)C(=O)N1CCNCC1)C1=CC=CC=C1)=O (N-(cyanomethyl)-4-methyl-2-{phenyl[4-(piperazin-1-ylcarbonyl)phenyl]methoxy}pentanamide). As a reaction SMILES: [C:1]([CH2:3][NH:4][C:5]([CH:7]([O:12][CH:13]([C:35]1[CH:40]=[CH:39][CH:38]=[CH:37][CH:36]=1)[C:14]1[CH:34]=[CH:33][C:17]([C:18]([N:20]2[CH2:25][CH2:24][N:23](C(OC(C)(C)C)=O)[CH2:22][CH2:21]2)=[O:19])=[CH:16][CH:15]=1)[CH2:8][CH:9]([CH3:11])[CH3:10])=[O:6])#[N:2]>C(O)=O>[C:1]([CH2:3][NH:4][C:5](=[O:6])[CH:7]([O:12][CH:13]([C:35]1[CH:40]=[CH:39][CH:38]=[CH:37][CH:36]=1)[C:14]1[CH:34]=[CH:33][C:17]([C:18]([N:20]2[CH2:21][CH2:22][NH:23][CH2:24][CH2:25]2)=[O:19])=[CH:16][CH:15]=1)[CH2:8][CH:9]([CH3:11])[CH3:10])#[N:2]. Procedure: Tert-butyl 4-{4-[(1-{[(cyanomethyl)amino]carbonyl}-3-methylbutoxy)(phenyl)methyl]benzoyl}piperazine-1-carboxylate from step 6 (0.09 g, 0.16 mmol) was dissolved in formic acid (1 mL). The mixture was aged for 2 hours and evaporated under reduced pressure. The crude residue was neutralized using a saturated aqueous solution of NaHCO3. The mixture was extracted 3 times with dichloromethane and the organic layers were dried and evaporated. The crude product was chromatographed on silica gel using 1%... Reactants: O=[N+]([O-])c1ccc(Br)nc1, CC1(C)OB(C2=CCC3(CC2)OCCO3)OC1(C)C, COCCOC, ClCCl, [Pd], c1ccc(P(c2ccccc2)c2ccccc2)cc1, c1ccc(P(c2ccccc2)c2ccccc2)cc1, c1ccc(P(c2ccccc2)c2ccccc2)cc1, c1ccc(P(c2ccccc2)c2ccccc2)cc1. Yields the product O=[N+]([O-])c1ccc(C2=CCC3(CC2)OCCO3)nc1. As a reaction SMILES: [Br:20][c:21]1[n:22][cH:23][c:24]([N+:27](=[O:28])[O-:29])[cH:25][cH:26]1.[CH3:1][C:2]1([CH3:3])[C:4]([CH3:5])([CH3:6])[O:7][B:8]([C:9]2=[CH:10][CH2:11][C:12]3([O:13][CH2:14][CH2:15][O:16]3)[CH2:17][CH2:18]2)[O:19]1.[CH3:33][O:34][CH2:35][CH2:36][O:37][CH3:38].[Cl:30][CH2:31][Cl:32].[Pd:115].[c:39]1([P:40]([c:41]2[cH:42][cH:43][cH:44][cH:45][cH:46]2)[c:47]2[cH:48][cH:49][cH:50][cH:51][cH:52]2)[cH:53][cH:54][cH:55][cH:56][cH:57]1.[c:58]1([P:59]([c:60]2[cH:61][cH:62][cH:63][cH:64][cH:65]2)[c:66]2[cH:67][cH:68][cH:69][cH:70][cH:71]2)[cH:72][cH:73][cH:74][cH:75][cH:76]1.[c:77]1([P:78]([c:79]2[cH:80][cH:81][cH:82][cH:83][cH:84]2)[c:85]2[cH:86][cH:87][cH:88][cH:89][cH:90]2)[cH:91][cH:92][cH:93][cH:94][cH:95]1.[c:96]1([P:97]([c:98]2[cH:99][cH:100][cH:101][cH:102][cH:103]2)[c:104]2[cH:105][cH:106][cH:107][cH:108][cH:109]2)[cH:110][cH:111][cH:112][cH:113][cH:114]1>>[C:9]1([c:21]2[n:22][cH:23][c:24]([N+:27](=[O:28])[O-:29])[cH:25][cH:26]2)=[CH:10][CH2:11][C:12]2([O:13][CH2:14][CH2:15][O:16]2)[CH2:17][CH2:18]1. Starting materials: C(C=C)N(S(=O)(=O)C1=CC=C(C=C1)OCC1=CC=CC=C1)C(C(C=C)(C)O)C(O[SiH2]C(C)(C)C)(C1=CC=CC=C1)C1=CC=CC=C1 (N-allyl-4-benzyloxy-N-[1-(tert-butyl-diphenyl-silanyloxymethyl)-2-hydroxy-2-methyl-but-3-enyl]-benzenesulfonamide), C(C=C)N(S(=O)(=O)C1=CC=C(C=C1)OCC1=CC=CC=C1)C(C(C=C)(C)O)C(O[SiH2]C(C)(C)C)(C1=CC=CC=C1)C1=CC=CC=C1 (N-allyl-4-benzyloxy-N-[1-(tert-butyl-diphenyl-silanyloxymethyl)-2-hydroxy-2-methyl-but-3-enyl]-benzenesulfonamide), C(C=C)OCC=C (diallyl ether). Reagents/catalysts: C=CC1=CC=CC=C1.C1=CC=C(C=C1)P(C2=CC=CC=C2)C3=CC=CC=C3.C1=CC=C(C=C1)P(C2=CC=CC=C2)C3=CC=CC=C3.Cl[Ru]Cl (bis(tricyclohexylphosphine)benzylidine ruthenium (IV) dichloride). Solvent: C(Cl)Cl (methylene chloride). Product: C(C1=CC=CC=C1)OC1=CC=C(C=C1)S(=O)(=O)N1C(C(C=CC1)(O)C)C(O[SiH2]C(C)(C)C)(C1=CC=CC=C1)C1=CC=CC=C1 (1-(4-benzyloxy-benzenesulfonyl)-2-(tert-butyldiphenyl-silanyloxymethyl)-3-methyl-1,2,3,6-tetrahydro-pyridin-3-ol). Yield: 73.1%. RXN SMILES: [CH2:1]([N:4]([CH:22]([C:28]([C:41]1[CH:46]=[CH:45][CH:44]=[CH:43][CH:42]=1)([C:35]1[CH:40]=[CH:39][CH:38]=[CH:37][CH:36]=1)[O:29][SiH2:30][C:31]([CH3:34])([CH3:33])[CH3:32])[C:23]([OH:27])(C)[CH:24]=C)[S:5]([C:8]1[CH:13]=[CH:12][C:11]([O:14][CH2:15][C:16]2[CH:21]=[CH:20][CH:19]=[CH:18][CH:17]=2)=[CH:10][CH:9]=1)(=[O:7])=[O:6])[CH:2]=[CH2:3].C(OCC=C)C=C>C=CC1C=CC=CC=1.C1C=CC(P(C2C=CC=CC=2)C2C=CC=CC=2)=CC=1.C1C=CC(P(C2C=CC=CC=2)C2C=CC=CC=2)=CC=1.Cl[Ru]Cl.C(Cl)Cl>[CH2:15]([O:14][C:11]1[CH:10]=[CH:9][C:8]([S:5]([N:4]2[CH2:1][CH:2]=[CH:3][C:23]([CH3:24])([OH:27])[CH:22]2[C:28]([C:35]2[CH:36]=[CH:37][CH:38]=[CH:39][CH:40]=2)([C:41]2[CH:42]=[CH:43][CH:44]=[CH:45][CH:46]=2)[O:29][SiH2:30][C:31]([CH3:32])([CH3:33])[CH3:34])(=[O:6])=[O:7])=[CH:13][CH:12]=1)[C:16]1[CH:17]=[CH:18][CH:19]=[CH:20][CH:21]=1 |f:2.3.4.5|. Procedure: A mixture of N-allyl-4-benzyloxy-N-[1-(tert-butyl-diphenyl-silanyloxymethyl)-2-hydroxy-2-methyl-but-3-enyl]-benzenesulfonamide (compound of formula VII, 4.0 g, 6.1 mmol), diallyl ether (0.82 ml, 0.66 g, 6.7 mmol), bis(tricyclohexylphosphine)benzylidine ruthenium (IV) dichloride (0.34 g, 0.4 mmol) and methylene chloride (116 ml) was stirred at reflux for about 3 hours. The mixture was concentrated in vacuo then purified using a Flash 40 system (silica gel cartridge, eluting with 10% ethyl acetate... The reactants are CC[O-].[Na+] (NaOEt), ( C ), C(C=1C(O)=CC=CC1)=O (Salicylaldehyde), C(=O)([O-])[O-].[K+].[K+] (K2CO3), N[C@@H](CC1=CC=CC=C1)C(=O)O (L-Phenylalanine), ClC(Cl)(OC(OC(Cl)(Cl)Cl)=O)Cl (triphosgene). Solvent: C(C)O (ethanol), C(Cl)(Cl)Cl (CHCl3). Run at time 2.5 hour. The product is N[C@@](C(=O)O)(CC=C)CC1=CC=CC=C1 ((S)-2 Amino-2-phenylmethyl-4 pentenoic acid). Isolated yield 69.2%. As a reaction SMILES: [NH2:1][C@H:2]([C:10]([OH:12])=[O:11])[CH2:3][C:4]1[CH:9]=[CH:8][CH:7]=[CH:6][CH:5]=1.CC[O-].[Na+].[CH:17](=O)[C:18]1C(=CC=C[CH:24]=1)O.C([O-])([O-])=O.[K+].[K+].ClC(Cl)(OC(=O)OC(Cl)(Cl)Cl)Cl>C(O)C.C(Cl)(Cl)Cl>[NH2:1][C@:2]([CH2:3][C:4]1[CH:9]=[CH:8][CH:7]=[CH:6][CH:5]=1)([CH2:24][CH:18]=[CH2:17])[C:10]([OH:12])=[O:11] |f:1.2,4.5.6|. Procedure: Following the procedure of Block (J. Chem. Soc. (C), 329, (1971)), L-Phenylalanine (16.5 g, 100 mmol) was added to a solution of NaOEt (100 mmol) in absolute ethanol (1L). Salicylaldehyde (12.2 g, 100 mmol) was added and the yellow-green solution was concentrated in vacuo and dried under hi-vac for three h at 50° C. The residue was dissolved in 400 ml of EtOH-free CHCl3 and K2CO3 (138 g, 1 mol) was added. Mechanical stirring was started and a solution of triphosgene (11 g, 37mmol) in 100 ml CHCl... The reactants are [Al+3], [Cl-], [Cl-], [Cl-], COc1cc2c3ccccc3nc3c4ccc(Cl)cc4n(C)c(c1)c23, COc1cc2[nH]c3cc(Cl)ccc3c3nc4ccccc4c(c1)c23, c1ccccc1. Reaction SMILES: [Al+3:51].[Cl-:50].[Cl-:52].[Cl-:53].[Cl:1][c:2]1[cH:3][cH:4][c:5]2[c:6]3[c:7]4[c:8]([cH:9][c:10]([O:17][CH3:18])[cH:11][c:12]4[n:13]([CH3:16])[c:14]2[cH:15]1)[c:19]1[cH:20][cH:21][cH:22][cH:23][c:24]1[n:25]3.[Cl:26][c:27]1[cH:28][cH:29][c:30]2[c:31]3[n:32][c:33]4[c:34]([cH:35][cH:36][cH:37][cH:38]4)[c:39]4[cH:40][c:41]([O:42][CH3:43])[cH:44][c:45]([nH:46][c:47]2[cH:48]1)[c:49]34.[cH:54]1[cH:55][cH:56][cH:57][cH:58][cH:59]1>>[Cl:1][c:2]1[cH:3][cH:4][c:5]2[c:6]3[c:7]4[c:8]([cH:9][c:10]([OH:17])[cH:11][c:12]4[n:13]([CH3:16])[c:14]2[cH:15]1)[c:19]1[cH:20][cH:21][cH:22][cH:23][c:24]1[n:25]3. Product: Cn1c2cc(Cl)ccc2c2nc3ccccc3c3cc(O)cc1c32. Reactants: CC(=O)NC1Cc2ccc(S(=O)(=O)Cl)cc2C1, CN(C)c1ccncc1, CC(C)c1nnc(N)s1, c1ccncc1. The product is CC(=O)NC1Cc2ccc(S(=O)(=O)Nc3nnc(C(C)C)s3)cc2C1. Reaction SMILES: [C:1]([CH3:2])(=[O:3])[NH:4][CH:5]1[CH2:6][c:7]2[cH:8][cH:9][c:10]([S:14](=[O:15])(=[O:16])[Cl:17])[cH:11][c:12]2[CH2:13]1.[CH3:33][N:34]([CH3:35])[c:36]1[cH:37][cH:38][n:39][cH:40][cH:41]1.[CH:18]([CH3:19])([CH3:20])[c:21]1[n:22][n:23][c:24]([NH2:26])[s:25]1.[cH:27]1[cH:28][cH:29][n:30][cH:31][cH:32]1>>[C:1]([CH3:2])(=[O:3])[NH:4][CH:5]1[CH2:6][c:7]2[cH:8][cH:9][c:10]([S:14](=[O:15])(=[O:16])[NH:26][c:24]3[n:23][n:22][c:21]([CH:18]([CH3:19])[CH3:20])[s:25]3)[cH:11][c:12]2[CH2:13]1.